From a dataset of the Open Reaction Database (ORD), a public repository of structured organic reaction records. describe an organic reaction: reactants, conditions, products, and yield Reactants: Cl, N#Cc1ccc(CN)cc1, Nc1ccc(-c2nnn[nH]2)cc1. Product: Cl, NCc1ccc(-c2nnn[nH]2)cc1. RXN SMILES: [ClH:1].[NH2:14][CH2:15][c:16]1[cH:17][cH:18][c:19]([C:20]#[N:21])[cH:22][cH:23]1.[nH:2]1[n:3][n:4][n:5][c:6]1-[c:7]1[cH:8][cH:9][c:10]([NH2:13])[cH:11][cH:12]1>>[ClH:1].[nH:2]1[n:3][n:4][n:5][c:6]1-[c:7]1[cH:8][cH:9][c:10]([CH2:15][NH2:14])[cH:11][cH:12]1. Reactants: OCCOCCNC(C(=C)C)=O (N-(2-hydroxyethoxy)ethyl-methacrylamide), OCCON(C(C(=C)CC)=O)OCCO (N,N-di(2-hydroxyethoxy)ethyl-acrylamide). Yields the product OCCOCCNC(C=C)=O (N-(2-hydroxyethoxy)ethyl-acrylamide). Reaction SMILES: [OH:1][CH2:2][CH2:3][O:4][CH2:5][CH2:6][NH:7][C:8](=[O:12])[C:9](C)=[CH2:10].OCCON(OCCO)C(=O)C(CC)=C>>[OH:1][CH2:2][CH2:3][O:4][CH2:5][CH2:6][NH:7][C:8](=[O:12])[CH:9]=[CH2:10]. Procedure details: According to the same process, N-(2-hydroxyethoxy)ethyl-methacrylamide and N,N-di(2-hydroxyethoxy)ethyl-acrylamide are obtained. Starting materials: CC1CN(CCC2(O)CCC(N)CC2)CCC1O, O=C(O)c1cc2c(OCC3CCOC3)cccc2[nH]1. Yields the product CC1CN(CCC2(O)CCC(NC(=O)c3cc4c(OCC5CCOC5)cccc4[nH]3)CC2)CCC1O. As a reaction SMILES: [NH2:20][CH:21]1[CH2:22][CH2:23][C:24]([OH:27])([CH2:28][CH2:29][N:30]2[CH2:31][CH:32]([CH3:37])[CH:33]([OH:36])[CH2:34][CH2:35]2)[CH2:25][CH2:26]1.[O:1]1[CH2:2][CH:3]([CH2:6][O:7][c:8]2[c:9]3[cH:10][c:11]([C:17](=[O:18])[OH:19])[nH:12][c:13]3[cH:14][cH:15][cH:16]2)[CH2:4][CH2:5]1>>[O:1]1[CH2:2][CH:3]([CH2:6][O:7][c:8]2[c:9]3[cH:10][c:11]([C:17](=[O:19])[NH:20][CH:21]4[CH2:22][CH2:23][C:24]([OH:27])([CH2:28][CH2:29][N:30]5[CH2:31][CH:32]([CH3:37])[CH:33]([OH:36])[CH2:34][CH2:35]5)[CH2:25][CH2:26]4)[nH:12][c:13]3[cH:14][cH:15][cH:16]2)[CH2:4][CH2:5]1. The reactants are solution, CS(=O)(=O)O (methanesulphonic acid), BrBr (bromine), FC(C=1C=CC2=C(CCCCN2)C1)(F)F (7-trifluoromethyl-2,3,4,5-tetrahydro-1H-[1]benzazepine), [S-]C#N.[K+] (potassium thiocyanate). Run in C(C)(C)O (isopropanol), C(C)(C)OC(C)C (isopropyl ether), C(C)(=O)O (acetic acid), C(C)(=O)O (acetic acid). Yields the product CS(=O)(=O)O.N=C1SC2=CC(=CC=3CCCCN1C32)C(F)(F)F (2-imino-9-trifluoromethyl-4,5,6,7-tetrahydro-2H-thiazolo[5,4,3-jk][1]benzazepine methanesulphonate). Reaction SMILES: BrBr.[F:3][C:4]([F:17])([F:16])[C:5]1[CH:6]=[CH:7][C:8]2[NH:14][CH2:13][CH2:12][CH2:11][CH2:10][C:9]=2[CH:15]=1.[S-:18][C:19]#[N:20].[K+].[CH3:22][S:23]([OH:26])(=[O:25])=[O:24]>C(O)(=O)C.C(OC(C)C)(C)C.C(O)(C)C>[CH3:22][S:23]([OH:26])(=[O:25])=[O:24].[NH:20]=[C:19]1[N:14]2[C:8]3[C:7](=[CH:6][C:5]([C:4]([F:3])([F:16])[F:17])=[CH:15][C:9]=3[CH2:10][CH2:11][CH2:12][CH2:13]2)[S:18]1 |f:2.3,8.9|. Procedure: The procedure is carried out as in Example 1, but starting with 2.38 g of bromine in 5 ml of acetic acid, 3.2 g of 7-trifluoromethyl-2,3,4,5-tetrahydro-1H-[1]benzazepine and 5 g of potassium thiocyanate in 35 ml of acetic acid. The brown-yellow oil isolated is chromatographed on a silica gel, eluting with ethyl acetate. A yellow oil is obtained which is dissolved in 15 ml of isopropyl ether to which there is added 1 ml of a 1.94 N solution of methanesulphonic acid in isopropanol. The white preci... Reactants: COC(=O)c1sc(C#CC(C)(C)C)cc1NC1CCC2(CC1)OCCO2, CC1=CCC(C(=O)O)CC1, CCOC(C)=O, [Cl-], CC(Cl)Cl. The product is COC(=O)c1sc(C#CC(C)(C)C)cc1N(C(=O)C1CC=C(C)CC1)C1CCC2(CC1)OCCO2. RXN SMILES: [CH3:12][O:13][C:14](=[O:15])[c:16]1[s:17][c:18]([C:32]#[C:33][C:34]([CH3:35])([CH3:36])[CH3:37])[cH:19][c:20]1[NH:21][CH:22]1[CH2:23][CH2:24][C:25]2([O:26][CH2:27][CH2:28][O:29]2)[CH2:30][CH2:31]1.[CH3:2][C:3]1=[CH:4][CH2:5][CH:6]([C:9](=[O:10])[OH:11])[CH2:7][CH2:8]1.[CH3:38][CH2:39][O:40][C:41]([CH3:42])=[O:43].[Cl-:1].[Cl:44][CH:45]([Cl:46])[CH3:47]>>[CH3:2][C:3]1=[CH:4][CH2:5][CH:6]([C:9](=[O:11])[N:21]([c:20]2[c:16]([C:14]([O:13][CH3:12])=[O:15])[s:17][c:18]([C:32]#[C:33][C:34]([CH3:35])([CH3:36])[CH3:37])[cH:19]2)[CH:22]2[CH2:23][CH2:24][C:25]3([O:26][CH2:27][CH2:28][O:29]3)[CH2:30][CH2:31]2)[CH2:7][CH2:8]1. Yields the product CC(=O)c1ccc2n1Cc1ccccc1N(C(=O)c1ccc(C3CCCCC3)cc1)C2. RXN SMILES: [CH3:31][C:32](=[O:33])[Cl:34].[CH:1]1([c:7]2[cH:8][cH:9][c:10]([C:11](=[O:12])[N:13]3[CH2:14][c:15]4[n:16]([c:24]([CH:27]=[O:28])[cH:25][cH:26]4)[CH2:17][c:18]4[c:19]3[cH:20][cH:21][cH:22][cH:23]4)[cH:29][cH:30]2)[CH2:2][CH2:3][CH2:4][CH2:5][CH2:6]1.[Cl:41][CH2:42][Cl:43].[OH2:40].[Sn:35]([Cl:36])([Cl:37])([Cl:38])[Cl:39]>>[CH:1]1([c:7]2[cH:8][cH:9][c:10]([C:11](=[O:12])[N:13]3[CH2:14][c:15]4[n:16]([c:24]([C:27](=[O:28])[CH3:31])[cH:25][cH:26]4)[CH2:17][c:18]4[c:19]3[cH:20][cH:21][cH:22][cH:23]4)[cH:29][cH:30]2)[CH2:2][CH2:3][CH2:4][CH2:5][CH2:6]1. Starting materials: CC(=O)Cl, O=Cc1ccc2n1Cc1ccccc1N(C(=O)c1ccc(C3CCCCC3)cc1)C2, ClCCl, O, Cl[Sn](Cl)(Cl)Cl. Run in C1CCOC1 (THF), CCCCC (pentane), C1CCOC1 (THF), C1CCOC1 (THF). The reagents and catalysts are [Ni].C1(=CC=CC=C1)P(C1=CC=CC=C1)C1=CC=CC=C1.C1(=CC=CC=C1)P(C1=CC=CC=C1)C1=CC=CC=C1 (bis(triphenylphosphine) Nickel), [Cl-].[Zn+2].[Cl-] (zinc chloride). Reaction conditions: temperature -78 celsius, time 10 minute. RXN SMILES: Br[C:2]1[CH:9]=[CH:8][CH:7]=[CH:6][C:3]=1[C:4]#[N:5].C([Li])(C)(C)C.[CH3:15][O:16][C:17](=[O:25])[C:18]1[CH:23]=[CH:22][C:21](I)=[CH:20][CH:19]=1.[OH-].[NH4+]>C1COCC1.CCCCC.[Cl-].[Zn+2].[Cl-].[Ni].C1(P(C2C=CC=CC=2)C2C=CC=CC=2)C=CC=CC=1.C1(P(C2C=CC=CC=2)C2C=CC=CC=2)C=CC=CC=1>[CH3:15][O:16][C:17](=[O:25])[C:18]1[CH:23]=[CH:22][C:21]([C:2]2[CH:9]=[CH:8][CH:7]=[CH:6][C:3]=2[C:4]#[N:5])=[CH:20][CH:19]=1 |f:3.4,7.8.9,10.11.12|. Procedure details: To a solution of 2-bromobenzonitrile (1.00 g, 5.494 mmol), in THF (16.5 mL) at -100° C. was added t-butyl lithium (6.46 mL, of a 1.7M solution in pentane, 10.98 mmol. After 5 minutes zinc chloride(5.494 mL, of a 1M solution in THF, 5.494 mmol) was added. The reaction was stirred for 10 minutes at -78° C. and then allowed to warm to 0° C. and stirred for 1 hour. This solution was added via cannula to a solution of methyl-4-iodobenzoate (1.44 g, 5.494 mmol) and bis(triphenylphosphine) Nickel II ch... Yields the product COC(C1=CC=C(C=C1)C1=C(C=CC=C1)C#N)=O (4-(2'-Cyanophenyl)benzoic acid methyl ester). Reactants: COC(C1=CC=C(C=C1)I)=O (methyl-4-iodobenzoate), BrC1=C(C#N)C=CC=C1 (2-bromobenzonitrile), C(C)(C)(C)[Li] (t-butyl lithium), [OH-].[NH4+] (ammonium hydroxide), solution, solution. Reactants: O=C(O)C=Cc1cccc(Br)c1, O=S(Cl)Cl, c1ccccc1. Product: O=C(Cl)C=Cc1cccc(Br)c1. RXN SMILES: [Br:1][c:2]1[cH:3][c:4]([CH:5]=[CH:6][C:7](=[O:8])[OH:9])[cH:10][cH:11][cH:12]1.[S:13]([Cl:14])([Cl:15])=[O:16].[cH:17]1[cH:18][cH:19][cH:20][cH:21][cH:22]1>>[Br:1][c:2]1[cH:3][c:4]([CH:5]=[CH:6][C:7](=[O:8])[Cl:15])[cH:10][cH:11][cH:12]1. Starting materials: CCOC(C)=O, CCOC(=O)Cc1ccc(Oc2ccc(C(=O)NCCc3ccc(Cl)cc3)cc2)c(C)c1, Cl, [Na+], C1COCCO1, [OH-], O. Product: Cc1cc(CC(=O)O)ccc1Oc1ccc(C(=O)NCCc2ccc(Cl)cc2)cc1. Reaction SMILES: [CH3:42][CH2:43][O:44][C:45](=[O:46])[CH3:47].[Cl:1][c:2]1[cH:3][cH:4][c:5]([CH2:6][CH2:7][NH:8][C:9](=[O:10])[c:11]2[cH:12][cH:13][c:14]([O:15][c:16]3[c:17]([CH3:28])[cH:18][c:19]([CH2:22][C:23](=[O:24])[O:25][CH2:26][CH3:27])[cH:20][cH:21]3)[cH:29][cH:30]2)[cH:31][cH:32]1.[ClH:48].[Na+:34].[O:36]1[CH2:37][CH2:38][O:39][CH2:40][CH2:41]1.[OH-:33].[OH2:35]>>[Cl:1][c:2]1[cH:3][cH:4][c:5]([CH2:6][CH2:7][NH:8][C:9](=[O:10])[c:11]2[cH:12][cH:13][c:14]([O:15][c:16]3[c:17]([CH3:28])[cH:18][c:19]([CH2:22][C:23](=[O:24])[OH:25])[cH:20][cH:21]3)[cH:29][cH:30]2)[cH:31][cH:32]1. Yields the product Cn1ncc2cc(C(=O)c3cnc4ccc(Cl)nn34)ccc21. The reactants are CC(C)=O, Cn1ncc2cc(C(O)c3cnc4ccc(Cl)nn34)ccc21, O=C(O)c1ccccc1I(=O)=O. Reaction SMILES: [CH3:35][C:36](=[O:37])[CH3:38].[Cl:1][c:2]1[cH:3][cH:4][c:5]2[n:6]([n:7]1)[c:8]([CH:11]([OH:12])[c:13]1[cH:14][c:15]3[cH:16][n:17][n:18]([CH3:22])[c:19]3[cH:20][cH:21]1)[cH:9][n:10]2.[I:23]([c:24]1[cH:25][cH:26][cH:27][cH:28][c:29]1[C:30]([OH:31])=[O:32])(=[O:33])=[O:34]>>[Cl:1][c:2]1[cH:3][cH:4][c:5]2[n:6]([n:7]1)[c:8]([C:11](=[O:12])[c:13]1[cH:14][c:15]3[cH:16][n:17][n:18]([CH3:22])[c:19]3[cH:20][cH:21]1)[cH:9][n:10]2.